Dataset: the Open Reaction Database (ORD), a public repository of structured organic reaction records. Task: describe an organic reaction: reactants, conditions, products, and yield The reactants are P(=O)(Cl)(Cl)Cl (Phosphorus oxychloride), [Sn](Cl)(Cl)(Cl)Cl (tin(IV) chloride), BrC1=C(C=C(C=C1)NC(C)=O)OC (N-(4-bromo-3-methoxy-phenyl)-acetamide), C(C)C1=CC=C(C(=O)O)C=C1 (4-ethylbenzoic acid). Run in ClCCCl (1,2-dichloroethane), ClCCl (dichloromethane). Reaction conditions: time 30 minute. Product: BrC1=CC(=C(C=C1OC)NC(C)=O)C(C1=CC=C(C=C1)CC)=O (N-[4-Bromo-2-(4-ethyl-benzoyl)-5-methoxy-phenyl]-acetamide). As a reaction SMILES: P(Cl)(Cl)(Cl)=O.[Sn](Cl)(Cl)(Cl)Cl.[Br:11][C:12]1[CH:17]=[CH:16][C:15]([NH:18][C:19](=[O:21])[CH3:20])=[CH:14][C:13]=1[O:22][CH3:23].[CH2:24]([C:26]1[CH:34]=[CH:33][C:29]([C:30](O)=[O:31])=[CH:28][CH:27]=1)[CH3:25]>ClCCCl.ClCCl>[Br:11][C:12]1[C:13]([O:22][CH3:23])=[CH:14][C:15]([NH:18][C:19](=[O:21])[CH3:20])=[C:16]([C:30](=[O:31])[C:29]2[CH:33]=[CH:34][C:26]([CH2:24][CH3:25])=[CH:27][CH:28]=2)[CH:17]=1. Procedure details: Phosphorus oxychloride (17 mL) and tin(IV) chloride (5 mL) are successively added to a suspension of N-(4-bromo-3-methoxy-phenyl)-acetamide (5.0 g) and 4-ethylbenzoic acid (4.4 g) in 1,2-dichloroethane at such a rate that the temperature maintains below 35° C. The resulting mixture is heated at reflux temperature overnight. Then, the mixture is diluted with dichloromethane and poured onto crushed ice. After stirring the aqueous mixture for 30 min, the organic phase is separated and washed with 1... Reactants: C(C)(C)(C)OC(C(=O)OC)C=1C(=C2C(=NC1C)NC=C2)C=2C=C1CCCOC1=CC2 (methyl 2-(tert-butoxy)-2-(4-(chroman-6-yl)-6-methyl-1H-pyrrolo[2,3-b]pyridin-5-yl)acetate), COC=1C=C(CBr)C=CC1 (3-methoxybenzyl bromide). The product is C(C)(C)(C)OC(C(=O)O)C=1C(=C2C(=NC1C)N(C=C2)CC2=CC(=CC=C2)OC)C=2C=C1CCCOC1=CC2 (2-(tert-butoxy)-2-(4-(chroman-6-yl)-1-(3-methoxybenzyl)-6-methyl-1H-pyrrolo[2,3-b]pyridin-5-yl)acetic acid). RXN SMILES: [C:1]([O:5][CH:6]([C:11]1[C:12]([C:21]2[CH:22]=[C:23]3[C:28](=[CH:29][CH:30]=2)[O:27][CH2:26][CH2:25][CH2:24]3)=[C:13]2[CH:20]=[CH:19][NH:18][C:14]2=[N:15][C:16]=1[CH3:17])[C:7]([O:9]C)=[O:8])([CH3:4])([CH3:3])[CH3:2].[CH3:31][O:32][C:33]1[CH:34]=[C:35]([CH:38]=[CH:39][CH:40]=1)[CH2:36]Br>>[C:1]([O:5][CH:6]([C:11]1[C:12]([C:21]2[CH:22]=[C:23]3[C:28](=[CH:29][CH:30]=2)[O:27][CH2:26][CH2:25][CH2:24]3)=[C:13]2[CH:20]=[CH:19][N:18]([CH2:36][C:35]3[CH:38]=[CH:39][CH:40]=[C:33]([O:32][CH3:31])[CH:34]=3)[C:14]2=[N:15][C:16]=1[CH3:17])[C:7]([OH:9])=[O:8])([CH3:4])([CH3:2])[CH3:3]. Procedure details: The title compound was prepared in a manner similar to that described in Example 27, Step H from methyl 2-(tert-butoxy)-2-(4-(chroman-6-yl)-6-methyl-1H-pyrrolo[2,3-b]pyridin-5-yl)acetate and 3-methoxybenzyl bromide. 1H NMR (400 MHz, CHLOROFORM-d) δ ppm 7.51-7.43 (m, 1 H), 7.27-7.17 (m, 2 H), 7.09-7.04 (m, 1 H), 6.96-6.91 (m, 1 H), 6.89-6.81 (m, 3 H), 6.28 (dd, J=3.5, 10.9 Hz, 1 H), 5.62-5.43 (m, 3 H), 4.33-4.25 (m, 2 H), 3.78 (d, J=1.2 Hz, 3 H), 2.96-2.80 (m, 2 H), 2.78 (s, 3 H), 2.15-2.03 (m, 2... Starting materials: BrC1=CC=2\C(\C3=CC=CC=C3C2C=C1)=N/O ((9Z)-2-bromo-9H-fluoren-9-one oxime), BrC1=CC=2\C(\C3=CC=CC=C3C2C=C1)=N/O ((9Z)-2-bromo-9H-fluoren-9-one oxime), polyphosphoric acid, title compounds, BrC=1C=CC2=C3C=CC=CC3=C(N=C2C1)O (3-bromophenanthridin-6-ol). The solvent is O (water). Reaction conditions: temperature 185 celsius. Product: BrC1=CC2=C(N=C3C=CC=CC3=C2C=C1)O (8-bromophenanthridin-6-ol). RXN SMILES: [Br:1][C:2]1[CH:14]=[CH:13][C:12]2[C:11]3[C:6](=[CH:7][CH:8]=[CH:9][CH:10]=3)/[C:5](=[N:15]/O)/[C:4]=2[CH:3]=1.BrC1C=CC2C(C=1)=NC([OH:32])=C1C=2C=CC=C1>O>[Br:1][C:2]1[CH:14]=[CH:13][C:12]2[C:4](=[C:5]([OH:32])[N:15]=[C:6]3[C:11]=2[CH:10]=[CH:9][CH:8]=[CH:7]3)[CH:3]=1. Procedure details: To the solid product from Step 1, (9Z)-2-bromo-9H-fluoren-9-one oxime (106 mg, 0.387 mmol) was added polyphosphoric acid (5 g). The mixture was then heated to 185° C. for 2 h. After cooling to r.t., water was added and the resulting solid was collected by filtration to give a 1:1 mixture of the title compounds and the regioisomeric 3-bromophenanthridin-6-ol. LRMS (M+H)+=274.2. Reactants: C(C)(=O)NC(C(=O)OCC)NCC (ethyl 2-acetamido-2-(ethylamino)acetate), C(C1=CC=CC=C1)N (benzylamine), [C-]#N.[Na+] (NaCN). Yields the product C(C)(=O)NC(C(=O)NCC1=CC=CC=C1)NCC (2-Acetamido-N-benzyl-2-(ethylamino)acetamide). As a reaction SMILES: [C:1]([NH:4][CH:5]([NH:11][CH2:12][CH3:13])[C:6]([O:8]CC)=O)(=[O:3])[CH3:2].[CH2:14]([NH2:21])[C:15]1[CH:20]=[CH:19][CH:18]=[CH:17][CH:16]=1.[C-]#N.[Na+]>>[C:1]([NH:4][CH:5]([NH:11][CH2:12][CH3:13])[C:6]([NH:21][CH2:14][C:15]1[CH:20]=[CH:19][CH:18]=[CH:17][CH:16]=1)=[O:8])(=[O:3])[CH3:2] |f:2.3|. Reported procedure: Using ethyl 2-acetamido-2-(ethylamino)acetate (0.90 g, 4.79 mmol), benzylamine (0.62 g, 5.75 mmol), and NaCN (0.03 g, 0.51 mmol) gave an oily residue which was purified by flash column chromatography on SiO2 gel (3% MeOH/CHCl3) to give the desired product as a white solid. Reactants: [Al+3], C1CCOC1, CCOC(C)=O, [H-], [H-], [H-], [H-], [Li+], O=CNc1ccc(-c2ccccc2)cc1. The product is CNc1ccc(-c2ccccc2)cc1. RXN SMILES: [Al+3:2].[CH2:22]1[O:23][CH2:24][CH2:25][CH2:26]1.[CH3:27][CH2:28][O:29][C:30](=[O:31])[CH3:32].[H-:1].[H-:4].[H-:5].[H-:6].[Li+:3].[c:7]1(-[c:16]2[cH:17][cH:18][cH:19][cH:20][cH:21]2)[cH:8][cH:9][c:10]([NH:13][CH:14]=[O:15])[cH:11][cH:12]1>>[c:7]1(-[c:16]2[cH:17][cH:18][cH:19][cH:20][cH:21]2)[cH:8][cH:9][c:10]([NH:13][CH3:14])[cH:11][cH:12]1. The reactants are C(C)OC(=O)C=1C=NC2=C(C=CC=C2C1Cl)[N+](=O)[O-] (8-nitro-4-chloro-quinoline-3-carboxylic acid ethyl ester), C(C(C)C)N (isobutylamine). The product is C(C)OC(=O)C=1C=NC2=C(C=CC=C2C1NCC(C)C)N (8-Amino-4-isobutylamino-quinoline-3-carboxylic acid ethyl ester). Yield: 82.0%. As a reaction SMILES: [CH2:1]([O:3][C:4]([C:6]1[CH:7]=[N:8][C:9]2[C:14]([C:15]=1Cl)=[CH:13][CH:12]=[CH:11][C:10]=2[N+:17]([O-])=O)=[O:5])[CH3:2].[CH2:20]([NH2:24])[CH:21]([CH3:23])[CH3:22]>>[CH2:1]([O:3][C:4]([C:6]1[CH:7]=[N:8][C:9]2[C:14]([C:15]=1[NH:24][CH2:20][CH:21]([CH3:23])[CH3:22])=[CH:13][CH:12]=[CH:11][C:10]=2[NH2:17])=[O:5])[CH3:2]. Procedure details: The compound prepared in Example 3 was reacted with isobutylamine according to the method as described in Example 4 and the obtained compound was treated as described in Example 14 to prepare the title compound (yield 82%). Starting materials: C(#C)C(C1=CC=C(C=C1)OCCCN(CCC)CCC)(C1=C(C=C(C=C1)Cl)Cl)O (α-ethinyl-α-(2,4-dichlorophenyl)-4-[3-(dipropylamino)-propoxy]-benzylalcohol), [H][H] (hydrogen). The reagents and catalysts are [Pd] (palladium-on-charcoal). Solvent: C1=CC=CC=C1 (benzene). Yields the product C(C)C(C1=CC=C(C=C1)OCCCN(CCC)CCC)(C1=C(C=C(C=C1)Cl)Cl)O (α-Ethyl-α-(2,4-dichlorophenyl)-4-[3-(dipropylamino)-propoxy]-benzylalcohol). As a reaction SMILES: [C:1]([C:3]([OH:29])([C:21]1[CH:26]=[CH:25][C:24]([Cl:27])=[CH:23][C:22]=1[Cl:28])[C:4]1[CH:9]=[CH:8][C:7]([O:10][CH2:11][CH2:12][CH2:13][N:14]([CH2:18][CH2:19][CH3:20])[CH2:15][CH2:16][CH3:17])=[CH:6][CH:5]=1)#[CH:2].[H][H]>[Pd].C1C=CC=CC=1>[CH2:1]([C:3]([OH:29])([C:21]1[CH:26]=[CH:25][C:24]([Cl:27])=[CH:23][C:22]=1[Cl:28])[C:4]1[CH:9]=[CH:8][C:7]([O:10][CH2:11][CH2:12][CH2:13][N:14]([CH2:18][CH2:19][CH3:20])[CH2:15][CH2:16][CH3:17])=[CH:6][CH:5]=1)[CH3:2]. Reported procedure: 21.7 g. of α-ethinyl-α-(2,4-dichlorophenyl)-4-[3-(dipropylamino)-propoxy]-benzylalcohol are dissolved in 210 ml. of benzene, and the solution is hydrogenated in the presence of 1.1 g. of a 10% palladium-on-charcoal catalyst. When the uptake of the calculated amount of hydrogen is complete (about 3 hours), catalyst is filtered off and benzene is distilled off. The crude product weighing 21 g. is distilled in vacuo, to yield a product boiling at 194° to 196° C./6.6 Pa. Reactants: Nc1ccccc1Cl, CC(=O)CI, [K+], [K+], O=C([O-])[O-], CN(C)C=O, O. Product: CC(=O)CNc1ccccc1Cl. Reaction SMILES: [Cl:1][c:2]1[c:3]([NH2:4])[cH:5][cH:6][cH:7][cH:8]1.[I:9][CH2:10][C:11]([CH3:12])=[O:13].[K+:14].[K+:15].[O-:16][C:17]([O-:18])=[O:19].[O:20]=[CH:21][N:22]([CH3:23])[CH3:24].[OH2:25]>>[Cl:1][c:2]1[c:3]([NH:4][CH2:10][C:11]([CH3:12])=[O:13])[cH:5][cH:6][cH:7][cH:8]1. Starting materials: C=O (formaldehyde), C1CCCC(C1)C1(C(N(C2=C(C=N1)C=CC=C2)CCC)=O)NC(=O)NC2=CC=C(C=C2)N2CCNCC2 (N-[3(R,S)-5-cyclohexyl-2,3-dihydro-2-oxo-1-propyl-1H-1,4-benzodiazepin-3-yl]N'-[4-(N-piperazinyl)phenyl]urea), C(#N)[BH3-].[Na+] (sodium cyanoborohydride). Run in O (water), CO (methanol), CO (methanol), CC(=O)OCC1=C2C=CC=CC2=C(C3=CC=CC=C31)COC(=O)C (acetic). Reaction conditions: temperature 0 celsius, time 20 minute. Yields the product C1CCCC(C1)C1(C(N(C2=C(C=N1)C=CC=C2)CCC)=O)NC(=O)NC2=CC=C(C=C2)N2CCN(CC2)C (N-[3(R,S)-5-Cyclohexyl-2,3-dihydro-2-oxo-1-propyl-lH-1,4-benzodiazepin-3-yl]N'-[4-(N-methyl-N'-piperazinyl)phenyl]urea). Isolated yield 60.8%. Reaction SMILES: [CH2:1]1[CH2:6][CH:5]([C:7]2([NH:22][C:23]([NH:25][C:26]3[CH:31]=[CH:30][C:29]([N:32]4[CH2:37][CH2:36][NH:35][CH2:34][CH2:33]4)=[CH:28][CH:27]=3)=[O:24])[N:13]=[CH:12][C:11]3[CH:14]=[CH:15][CH:16]=[CH:17][C:10]=3[N:9]([CH2:18][CH2:19][CH3:20])[C:8]2=[O:21])[CH2:4][CH2:3][CH2:2]1.[C:38]([BH3-])#N.[Na+].C=O>CO.CC(OCC1C2C(=CC=CC=2)C(COC(C)=O)=C2C=1C=CC=C2)=O.O>[CH2:3]1[CH2:4][CH:5]([C:7]2([NH:22][C:23]([NH:25][C:26]3[CH:27]=[CH:28][C:29]([N:32]4[CH2:37][CH2:36][N:35]([CH3:38])[CH2:34][CH2:33]4)=[CH:30][CH:31]=3)=[O:24])[N:13]=[CH:12][C:11]3[CH:14]=[CH:15][CH:16]=[CH:17][C:10]=3[N:9]([CH2:18][CH2:19][CH3:20])[C:8]2=[O:21])[CH2:6][CH2:1][CH2:2]1 |f:1.2|. Reported procedure: To a cooled (0° C.) and stirred solution of N-[3(R,S)-5-cyclohexyl-2,3-dihydro-2-oxo-1-propyl-1H-1,4-benzodiazepin-3-yl]N'-[4-(N-piperazinyl)phenyl]urea (96 mg) in methanol (4 ml) and glacial acetic add (49 μl) was added sodium cyanoborohydride (24 mg) followed by dropwise addition of a solution of formaldehyde (37 μl of a 38% (w/v) solution in water) in methanol (2 ml). The solution was stirred at 0° C. for 20 min then at room temperature for 1 h. After this time the solvent was removed in vacu... The reactants are CC=1C=CC(=C(C(=O)O)C1)C1=CN=CN1C (5-methyl-2-(1-methyl-1H-imidazol-5-yl)benzoic acid), C[C@H]1[C@H](NCCC1)CNC1=NC=C(C=C1)C(F)(F)F (N-(((2S,3R)-3-methylpiperidin-2-yl)methyl)-5-(trifluoromethyl)pyridin-2-amine). The product is C[C@H]1[C@H](N(CCC1)C(=O)C1=C(C=CC(=C1)C)C1=CN=CN1C)CNC1=NC=C(C=C1)C(F)(F)F (((2S,3R)-3-Methyl-2-(((5-(trifluoromethyl)pyridin-2-yl)amino)methyl)piperidin-1-yl)(5-methyl-2-(1-methyl-1H-imidazol-5-yl)phenyl)methanone). As a reaction SMILES: [CH3:1][C:2]1[CH:3]=[CH:4][C:5]([C:11]2[N:15]([CH3:16])[CH:14]=[N:13][CH:12]=2)=[C:6]([CH:10]=1)[C:7]([OH:9])=O.[CH3:17][C@@H:18]1[CH2:23][CH2:22][CH2:21][NH:20][C@@H:19]1[CH2:24][NH:25][C:26]1[CH:31]=[CH:30][C:29]([C:32]([F:35])([F:34])[F:33])=[CH:28][N:27]=1>>[CH3:17][C@@H:18]1[CH2:23][CH2:22][CH2:21][N:20]([C:7]([C:6]2[CH:10]=[C:2]([CH3:1])[CH:3]=[CH:4][C:5]=2[C:11]2[N:15]([CH3:16])[CH:14]=[N:13][CH:12]=2)=[O:9])[C@@H:19]1[CH2:24][NH:25][C:26]1[CH:31]=[CH:30][C:29]([C:32]([F:35])([F:33])[F:34])=[CH:28][N:27]=1. Procedure: The title compound was prepared following the same general protocol as described in Example A1, using 5-methyl-2-(1-methyl-1H-imidazol-5-yl)benzoic acid and N-(((2S,3R)-3-methylpiperidin-2-yl)methyl)-5-(trifluoromethyl)pyridin-2-amine. ESI-MS (m/z): 472 [M+1]+.